This data is from the Open Reaction Database (ORD), a public repository of structured organic reaction records. The task is: describe an organic reaction: reactants, conditions, products, and yield Starting materials: C1=CC=C(C=C1)[C@H](CO)N (R-(−)-2-phenylglycinol), ClC\C=C/CCl (cis-1,4-dichloro-2-butene). Product: C1(=CC=CC=C1)[C@H](CO)N1CC=CC1 (2-(R)-Phenyl-2-(3-pyrroline-1-yl)ethanol). The yield is 58.0%. Reaction SMILES: [CH:1]1[CH:6]=[CH:5][C:4]([C@@H:7]([NH2:10])[CH2:8][OH:9])=[CH:3][CH:2]=1.Cl[CH2:12]/[CH:13]=[CH:14]\[CH2:15]Cl>>[C:4]1([C@@H:7]([N:10]2[CH2:15][CH:14]=[CH:13][CH2:12]2)[CH2:8][OH:9])[CH:5]=[CH:6][CH:1]=[CH:2][CH:3]=1. Reported procedure: This was prepared from R-(−)-2-phenylglycinol and cis-1,4-dichloro-2-butene in 58% yield according to the procedures similar to those described in Preparation 1. Reactants: C(C)(=O)O (Acetic acid), C1(=CC=CC=C1)CN1CCC(CC1)=O (1-Phenylmethyl-4-piperidinone), [C-]#N.[K+] (KCN), NC1=CC=CC=C1 (aniline). The solvent is C(C)(C)O (isopropanol). Yields the product C1(=CC=CC=C1)NC1(CCN(CC1)CC1=CC=CC=C1)C#N (4-(Phenylamino)-1-(phenylmethyl)-4-piperidinenitrile). The yield is 77.8%. Reaction SMILES: [C:1]1([CH2:7][N:8]2[CH2:13][CH2:12][C:11](=O)[CH2:10][CH2:9]2)[CH:6]=[CH:5][CH:4]=[CH:3][CH:2]=1.[C-:15]#[N:16].[K+].[NH2:18][C:19]1[CH:24]=[CH:23][CH:22]=[CH:21][CH:20]=1.C(O)(=O)C>C(O)(C)C>[C:19]1([NH:18][C:11]2([C:15]#[N:16])[CH2:12][CH2:13][N:8]([CH2:7][C:1]3[CH:6]=[CH:5][CH:4]=[CH:3][CH:2]=3)[CH2:9][CH2:10]2)[CH:24]=[CH:23][CH:22]=[CH:21][CH:20]=1 |f:1.2|. Reported procedure: 1-Phenylmethyl-4-piperidinone (20.00 g, 0.106 mol), KCN (9.60 g, 0.147 mol), and aniline (13.60 g, 0.146 mol) in 180 mL isopropanol were cooled in an ice bath. Acetic acid (20 mL) was added dropwise and the addition funnel was rinsed with 20 mL isopropanol. The solution was heated at reflux for 4 h. The mixture was allowed to cool to room temperature and poured over an ice (120 g)/concentrated ammonium hydroxide (80 mL) mixture. The aqueous solution was extracted three times with chloroform. The... Starting materials: ice, NCCSC=1C=C(C(=O)N(C)C=2C=NC=CC2C2=C(C=C(C=C2)F)OC)C=C(C1)C(F)(F)F (3-(2-Amino-ethylsulfanyl)-N-[4-(4-fluoro-2-methoxy-phenyl)-pyridin-3-yl]-N-methyl-5-trifluoromethyl-benzamide), CCN(C(C)C)C(C)C (DIPEA), CS(=O)(=O)Cl (methanesulfonyl chloride), [NH4+].[Cl-] (NH4Cl). Run in C(Cl)Cl (CH2Cl2), C(Cl)Cl (CH2Cl2). Conditions: temperature 0 celsius, time 2.5 hour. Product: FC1=CC(=C(C=C1)C1=C(C=NC=C1)N(C(C1=CC(=CC(=C1)C(F)(F)F)SCCNS(=O)(=O)C)=O)C)OC (N-[4-(4-Fluoro-2-methoxy-phenyl)-pyridin-3-yl]-3-(2-methanesulfonylamino-ethylsulfanyl)-N-methyl-5-trifluoromethyl-benzamide). RXN SMILES: [NH2:1][CH2:2][CH2:3][S:4][C:5]1[CH:6]=[C:7]([CH:27]=[C:28]([C:30]([F:33])([F:32])[F:31])[CH:29]=1)[C:8]([N:10]([C:12]1[CH:13]=[N:14][CH:15]=[CH:16][C:17]=1[C:18]1[CH:23]=[CH:22][C:21]([F:24])=[CH:20][C:19]=1[O:25][CH3:26])[CH3:11])=[O:9].CCN(C(C)C)C(C)C.[CH3:43][S:44](Cl)(=[O:46])=[O:45].[NH4+].[Cl-]>C(Cl)Cl>[F:24][C:21]1[CH:22]=[CH:23][C:18]([C:17]2[CH:16]=[CH:15][N:14]=[CH:13][C:12]=2[N:10]([CH3:11])[C:8](=[O:9])[C:7]2[CH:27]=[C:28]([C:30]([F:32])([F:33])[F:31])[CH:29]=[C:5]([S:4][CH2:3][CH2:2][NH:1][S:44]([CH3:43])(=[O:46])=[O:45])[CH:6]=2)=[C:19]([O:25][CH3:26])[CH:20]=1 |f:3.4|. Procedure details: To an ice-cold solution of 3-(2-aminoethylthio)-N-(4-(4-fluoro-2-methoxyphenyl)pyridin-3-yl)-N-methyl-5-(trifluoromethyl)benzamide (0.12 g, 250 μmol, example 237) and DIPEA (64.7 mg, 87.4 μL, 501 μmol) in CH2Cl2 (2 mL) was added methanesulfonyl chloride (35.8 mg, 24.4 μL, 313 μmol) and the clear colorless solution was stirred at 0° C. for 2.5 hours. The reaction mixture was poured on saturated aqueous NH4Cl solution and CH2Cl2 and the layers were separated. The aqueous layer was extracted three ... Reactants: CC(c1cccc2ccccc12)N(CC1CN(C(=O)Oc2ccc(C(=O)O)cc2)CCC1c1ccccc1F)C(=O)OC(C)(C)C, Cl, C1COCCO1. Yields the product CC(NCC1CN(C(=O)Oc2ccc(C(=O)O)cc2)CCC1c1ccccc1F)c1cccc2ccccc12. Reaction SMILES: [C:1]([O:2][C:3](=[O:4])[N:8]([CH:9]([CH3:10])[c:11]1[cH:12][cH:13][cH:14][c:15]2[cH:16][cH:17][cH:18][cH:19][c:20]12)[CH2:21][CH:22]1[CH2:23][N:24]([C:35](=[O:36])[O:37][c:38]2[cH:39][cH:40][c:41]([C:42](=[O:43])[OH:44])[cH:45][cH:46]2)[CH2:25][CH2:26][CH:27]1[c:28]1[c:29]([F:34])[cH:30][cH:31][cH:32][cH:33]1)([CH3:5])([CH3:6])[CH3:7].[ClH:53].[O:47]1[CH2:48][CH2:49][O:50][CH2:51][CH2:52]1>>[NH:8]([CH:9]([CH3:10])[c:11]1[cH:12][cH:13][cH:14][c:15]2[cH:16][cH:17][cH:18][cH:19][c:20]12)[CH2:21][CH:22]1[CH2:23][N:24]([C:35](=[O:36])[O:37][c:38]2[cH:39][cH:40][c:41]([C:42](=[O:43])[OH:44])[cH:45][cH:46]2)[CH2:25][CH2:26][CH:27]1[c:28]1[c:29]([F:34])[cH:30][cH:31][cH:32][cH:33]1. The reactants are [Br-], [Li]CCCC, C1CCOC1, C[P+](c1ccccc1)(c1ccccc1)c1ccccc1, COc1ccc2c(c1)C(=O)CCC2. Yields the product C=C1CCCc2ccc(OC)cc21. Reaction SMILES: [Br-:19].[CH2:1]([Li:2])[CH2:3][CH2:4][CH3:5].[CH2:40]1[O:41][CH2:42][CH2:43][CH2:44]1.[CH3:20][P+:21]([c:22]1[cH:23][cH:24][cH:25][cH:26][cH:27]1)([c:28]1[cH:29][cH:30][cH:31][cH:32][cH:33]1)[c:34]1[cH:35][cH:36][cH:37][cH:38][cH:39]1.[CH3:6][O:7][c:8]1[cH:9][cH:10][c:11]2[c:16]([cH:17]1)[C:15](=[O:18])[CH2:14][CH2:13][CH2:12]2>>[CH2:1]=[C:15]1[CH2:14][CH2:13][CH2:12][c:11]2[cH:10][cH:9][c:8]([O:7][CH3:6])[cH:17][c:16]21. Starting materials: [OH-].[Na+] (NaOH), ClC=1C=C(C=CC1OC(C)C)C1=NC(=NO1)C=1C=C2C=C(NC2=CC1)CCC(=O)OCC (ethyl 3-[5-(5-{3-chloro-4-[(1-methylethyl)oxy]phenyl}-1,2,4-oxadiazol-3-yl)-1H-indol-2-yl]propanoate). Solvent: C(C)O (ethanol). Reaction conditions: time 30 minute. Yields the product ClC=1C=C(C=CC1OC(C)C)C1=NC(=NO1)C=1C=C2C=C(NC2=CC1)CCC(=O)[O-].[Na+] (Sodium 3-[5-(5-{3-chloro-4-[(1-methylethyl)oxy]phenyl}-1,2,4-oxadiazol-3-yl)-1H-indol-2-yl]propanoate). Reaction SMILES: [OH-].[Na+:2].[Cl:3][C:4]1[CH:5]=[C:6]([C:14]2[O:18][N:17]=[C:16]([C:19]3[CH:20]=[C:21]4[C:25](=[CH:26][CH:27]=3)[NH:24][C:23]([CH2:28][CH2:29][C:30]([O:32]CC)=[O:31])=[CH:22]4)[N:15]=2)[CH:7]=[CH:8][C:9]=1[O:10][CH:11]([CH3:13])[CH3:12]>C(O)C>[Cl:3][C:4]1[CH:5]=[C:6]([C:14]2[O:18][N:17]=[C:16]([C:19]3[CH:20]=[C:21]4[C:25](=[CH:26][CH:27]=3)[NH:24][C:23]([CH2:28][CH2:29][C:30]([O-:32])=[O:31])=[CH:22]4)[N:15]=2)[CH:7]=[CH:8][C:9]=1[O:10][CH:11]([CH3:13])[CH3:12].[Na+:2] |f:0.1,4.5|. Procedure: Aqueous NaOH solution (2 N, 2 mL) was added to a solution of ethyl 3-[5-(5-{3-chloro-4-[(1-methylethyl)oxy]phenyl}-1,2,4-oxadiazol-3-yl)-1H-indol-2-yl]propanoate (D33) (90 mg) in ethanol (20 mL) at RT. The resulting solution was stirred for 30 min. Ethanol was evaporated. Saturated aqueous sodium chloride solution (10 mL) was added. The mixture was extracted with EtOAc (2×50 mL). The organic fractions were combined. The combined solution was dried over anhydrous magnesium sulfate. The dried solu... Procedure details: To a solution of 3-bromo-6-chloro-imidazo[1,2-b]pyridazine (2.40 g, 10.35 mmol) in 30 mL of THF was added EtMgBr (1M in THF, 12.43 mL, 12.42 mmol) solution at rt. The solution was stirred for 30 min and a solution of 5,7-difluoroquinoline-6-carbaldehyde (2.0 g, 10.35 mmol) in 10 mL of THF was added. The resulting mixture was stirred at rt for additional 2 h and then quenched with 50 mL of NH4Cl solution. The solution was extracted with EtOAc and the combined organic layers were washed with water... Isolated yield 97.0%. RXN SMILES: Br[C:2]1[N:6]2[N:7]=[C:8]([Cl:11])[CH:9]=[CH:10][C:5]2=[N:4][CH:3]=1.CC[Mg+].[Br-].[F:16][C:17]1[C:26]([CH:27]=[O:28])=[C:25]([F:29])[CH:24]=[C:23]2[C:18]=1[CH:19]=[CH:20][CH:21]=[N:22]2>C1COCC1>[Cl:11][C:8]1[CH:9]=[CH:10][C:5]2[N:6]([C:2]([CH:27]([C:26]3[C:17]([F:16])=[C:18]4[C:23](=[CH:24][C:25]=3[F:29])[N:22]=[CH:21][CH:20]=[CH:19]4)[OH:28])=[CH:3][N:4]=2)[N:7]=1 |f:1.2|. Solvent: C1CCOC1 (THF), C1CCOC1 (THF). Reaction conditions: time 30 minute. The reactants are BrC1=CN=C2N1N=C(C=C2)Cl (3-bromo-6-chloro-imidazo[1,2-b]pyridazine), CC[Mg+].[Br-] (EtMgBr), FC1=C2C=CC=NC2=CC(=C1C=O)F (5,7-difluoroquinoline-6-carbaldehyde). The product is ClC=1C=CC=2N(N1)C(=CN2)C(O)C=2C(=C1C=CC=NC1=CC2F)F ((6-Chloroimidazo[1,2-b]pyridazin-3-yl)(5,7-difluoroquinolin-6-yl)methanol). The reactants are CN1CCOCC1 (N-methylmorpholine), N1(N=NN=C1)C=1C=C(OCC(=O)O)C=CC1 (3-Tetrazol-1-ylphenoxyacetic acid), NC=1C=CC(=C(C1)C(F)(F)F)Cl (5-amino-2-chlorobenzotrifluoride), Cl.C(C)N=C=NCCCN(C)C (1-Ethyl-3-(3′-dimethylaminopropyl)carbodiimide hydrochloride), ON1N=NC2=C1C=CC=C2 (1-hydroxybenzotriazole). The solvent is CN(C)C=O (DMF), C(C)(=O)OCC (ethyl acetate). Conditions: time 30 minute. Product: ClC1=C(C=C(C=C1)NC(COC1=CC(=CC=C1)N1N=NN=C1)=O)C(F)(F)F (N-[4-chloro-3-(trifluoromethyl)phenyl]-2-{(3-(1H-tetrazol-1-yl)-phenyl]oxy}acetamide). Reaction SMILES: [N:1]1([C:6]2[CH:7]=[C:8]([CH:14]=[CH:15][CH:16]=2)[O:9][CH2:10][C:11]([OH:13])=O)[CH:5]=[N:4][N:3]=[N:2]1.Cl.C(N=C=NCCCN(C)C)C.ON1C2C=CC=CC=2N=N1.CN1CCOCC1.[NH2:46][C:47]1[CH:48]=[CH:49][C:50]([Cl:57])=[C:51]([C:53]([F:56])([F:55])[F:54])[CH:52]=1>C(OCC)(=O)C.CN(C=O)C>[Cl:57][C:50]1[CH:49]=[CH:48][C:47]([NH:46][C:11](=[O:13])[CH2:10][O:9][C:8]2[CH:14]=[CH:15][CH:16]=[C:6]([N:1]3[CH:5]=[N:4][N:3]=[N:2]3)[CH:7]=2)=[CH:52][C:51]=1[C:53]([F:54])([F:55])[F:56] |f:1.2|. Reported procedure: To a 25 mL recovery flask was added 3-tetrazol-1-ylphenoxyacetic acid 3 (200 mg, 0.908 mmol, 1.0 eq.) and a stirbar. 1-Ethyl-3-(3′-dimethylaminopropyl)carbodiimide hydrochloride (261 mg, 1.36 mmol, 1.5 eq.) and 1-hydroxybenzotriazole (184 mg, 1.36 mmol, 1.5 eq.) were added to the flask. DMF (10 mL) and N-methylmorpholine (300 μL, 2.72 mmol, 3.0 eq.) were added to the reaction flask. The mixture was allowed to stir for 30 min at room temperature. 5-amino-2-chlorobenzotrifluoride (355 mg, 1.82 mmo... Starting materials: C([O-])([O-])=O.[K+].[K+] (Potassium carbonate), COC1=C(C(=O)O)C=CC(=C1)SC (2-Methoxy-4-methylsulfanyl-benzoic acid), C(C)(=O)OCC (ethyl acetate). Solvent: O (water), C1CCOC1 (THF). Conditions: temperature 60 celsius. Yields the product COC1=C(C=CC(=C1)SC)CO ((2-methoxy-4-methylsulfanyl-phenyl)-methanol). Isolated yield 50.2%. As a reaction SMILES: [CH3:1][O:2][C:3]1[CH:11]=[C:10]([S:12][CH3:13])[CH:9]=[CH:8][C:4]=1[C:5](O)=[O:6].C(=O)([O-])[O-].[K+].[K+].C(OCC)(=O)C>C1COCC1.O>[CH3:1][O:2][C:3]1[CH:11]=[C:10]([S:12][CH3:13])[CH:9]=[CH:8][C:4]=1[CH2:5][OH:6] |f:1.2.3|. Procedure: 2-Methoxy-4-methylsulfanyl-benzoic acid (2 g, 10.09 mmol) was dissolved in dry THF (20 mL) and the solution was stirred while heated to 60° C. under nitrogen and then borane-methylsulfide complex (1.7 eq, 1.7 mL, 17.5 mmol) was added very slowly dropwise via a syringe. The progress of the reaction was followed by both TLC and analytical HPLC and when complete (3 hours) the mixture was allowed to cool to room temperature, diluted with water (10 mL) added extremely slowly dropwise under nitrogen. ... Starting materials: ClC1=CC=C(C=N1)CC=1C(=CC(=C(C(=O)OC)C1)O)C (methyl 5-((6-chloropyridin-3-yl)methyl)-2-hydroxy-4-methylbenzoate), C1CCOC1 (THF), CN1N=C(C(=C1)B1OC(C(O1)(C)C)(C)C)C (1,3-dimethyl-4-(4,4,5,5-tetramethyl-1,3,2-dioxaborolan-2-yl)-1H-pyrazole), C([O-])([O-])=O.[K+].[K+] (potassium carbonate). The reagents and catalysts are C=1C=CC(=CC1)[P](C=2C=CC=CC2)(C=3C=CC=CC3)[Pd]([P](C=4C=CC=CC4)(C=5C=CC=CC5)C=6C=CC=CC6)([P](C=7C=CC=CC7)(C=8C=CC=CC8)C=9C=CC=CC9)[P](C=1C=CC=CC1)(C=1C=CC=CC1)C=1C=CC=CC1 (tetrakis(triphenylphosphine)palladium(0)). Run in O (water), O (water). Conditions: temperature 85 celsius, time 8 hour. The product is CN1N=C(C(=C1)C1=CC=C(C=N1)CC=1C(=CC(=C(C(=O)OC)C1)O)C)C (methyl 5-((6-(1,3-dimethyl-1H-pyrazol-4-yl)pyridin-3-yl)methyl)-2-hydroxy-4-methylbenzoate). The yield is 83.0%. Reaction SMILES: Cl[C:2]1[N:7]=[CH:6][C:5]([CH2:8][C:9]2[C:10]([CH3:20])=[CH:11][C:12]([OH:19])=[C:13]([CH:18]=2)[C:14]([O:16][CH3:17])=[O:15])=[CH:4][CH:3]=1.C1COCC1.[CH3:26][N:27]1[CH:31]=[C:30](B2OC(C)(C)C(C)(C)O2)[C:29]([CH3:41])=[N:28]1.C(=O)([O-])[O-].[K+].[K+]>C1C=CC([P]([Pd]([P](C2C=CC=CC=2)(C2C=CC=CC=2)C2C=CC=CC=2)([P](C2C=CC=CC=2)(C2C=CC=CC=2)C2C=CC=CC=2)[P](C2C=CC=CC=2)(C2C=CC=CC=2)C2C=CC=CC=2)(C2C=CC=CC=2)C2C=CC=CC=2)=CC=1.O>[CH3:26][N:27]1[CH:31]=[C:30]([C:2]2[N:7]=[CH:6][C:5]([CH2:8][C:9]3[C:10]([CH3:20])=[CH:11][C:12]([OH:19])=[C:13]([CH:18]=3)[C:14]([O:16][CH3:17])=[O:15])=[CH:4][CH:3]=2)[C:29]([CH3:41])=[N:28]1 |f:3.4.5,^1:51,53,72,91|. Procedure: To a solution of methyl 5-((6-chloropyridin-3-yl)methyl)-2-hydroxy-4-methylbenzoate (0.09 g) in a mixed solvent of THF (2.40 mL)-water (0.80 mL) were added 1,3-dimethyl-4-(4,4,5,5-tetramethyl-1,3,2-dioxaborolan-2-yl)-1H-pyrazole (0.14 g), potassium carbonate (0.17 g) and tetrakis(triphenylphosphine)palladium(0) (0.03 g), and the mixture was stirred overnight at 85° C. under argon atmosphere. To the reaction mixture was added water, and the mixture was extracted with ethyl acetate. The organic la...